From a dataset of the Open Reaction Database (ORD), a public repository of structured organic reaction records. describe an organic reaction: reactants, conditions, products, and yield Reactants: [OH-].[Na+] (NaOH), C(#N)C=1C=C2C=C(NC2=CC1)C(=O)OCC (Ethyl 5-cyano-1H-indole-2-carboxylate), FC(OC1=CC=C(OCCO)C=C1)(F)F (2-[4-(trifluoromethoxy) phenoxy]ethanol), C1(=CC=CC=C1)P(C1=CC=CC=C1)C1=CC=CC=C1 (Triphenylphosphine), CC(C)OC(=O)/N=N/C(=O)OC(C)C (DIAD), Cl (HCl), C(#N)C=1C=C2C=C(N(C2=CC1)CCOC1=CC=C(C=C1)OC(F)(F)F)C(=O)OCC (ethyl 5-cyano-1-{2-[4-(trifluoromethoxy)phenoxy]ethyl}-1H-indole-2-carboxylate). Run in C1(=CC=CC=C1)C (toluene), O (Water), CCOC(=O)C (EtOAc), CO (MeOH), C1CCOC1 (THF). Conditions: time 8 hour. Yields the product C(#N)C=1C=C2C=C(N(C2=CC1)CCOC1=CC=C(C=C1)OC(F)(F)F)C(=O)O (5-cyano-1-{2-[4-(trifluoromethoxy)phenoxy]ethyl}-1H-indole-2-carboxylic acid). Isolated yield 85.8%. RXN SMILES: C(C1C=C2C(=CC=1)NC(C(OCC)=O)=C2)#N.FC(F)(F)OC1C=CC(OCCO)=CC=1.C1(P(C2C=CC=CC=2)C2C=CC=CC=2)C=CC=CC=1.CC(OC(/N=N/C(OC(C)C)=O)=O)C.[C:65]([C:67]1[CH:68]=[C:69]2[C:73](=[CH:74][CH:75]=1)[N:72]([CH2:76][CH2:77][O:78][C:79]1[CH:84]=[CH:83][C:82]([O:85][C:86]([F:89])([F:88])[F:87])=[CH:81][CH:80]=1)[C:71]([C:90]([O:92]CC)=[O:91])=[CH:70]2)#[N:66].[OH-].[Na+].Cl>C1(C)C=CC=CC=1.CCOC(C)=O.C1COCC1.O.CO>[C:65]([C:67]1[CH:68]=[C:69]2[C:73](=[CH:74][CH:75]=1)[N:72]([CH2:76][CH2:77][O:78][C:79]1[CH:80]=[CH:81][C:82]([O:85][C:86]([F:87])([F:88])[F:89])=[CH:83][CH:84]=1)[C:71]([C:90]([OH:92])=[O:91])=[CH:70]2)#[N:66] |f:5.6|. Procedure details: To a solution Ethyl 5-cyano-1H-indole-2-carboxylate (37 mg, 0.173 mmol), 2-[4-(trifluoromethoxy) phenoxy]ethanol (42 mg, 0.19 mmol) and Triphenylphosphine (227 mg, 0.518 mmol) in toluene (1 mL) was add DIAD (0.044 ml, 0.225 mmol) dropwise at RT. The reaction was let to stir overnight. The mixture was diluted with EtOAc and quenched with water. The two layers were separated, and the aqueous phase was further extracted twice with EtOAc. The combined organic layers were washed with brine, dried (Na... The reactants are O=C(Cl)CCCBr, CC(=O)[O-], CS(C)=O, ClCCl, Cl, CCC(=O)N1N=C(N)SC1(CCNS(C)(=O)=O)c1ccccc1, [Na+], O, c1ccncc1. Product: CCC(=O)N1N=C(N2CCCC2=O)SC1(CCNS(C)(=O)=O)c1ccccc1. As a reaction SMILES: [Br:30][CH2:31][CH2:32][CH2:33][C:34](=[O:35])[Cl:36].[CH3:38][C:39](=[O:40])[O-:41].[CH3:47][S:48]([CH3:49])=[O:50].[Cl:43][CH2:44][Cl:45].[ClH:42].[NH2:1][C:2]1=[N:3][N:4]([C:20]([CH2:21][CH3:22])=[O:23])[C:5]([c:7]2[cH:8][cH:9][cH:10][cH:11][cH:12]2)([CH2:13][CH2:14][NH:15][S:16](=[O:17])(=[O:18])[CH3:19])[S:6]1.[Na+:37].[OH2:46].[cH:24]1[cH:25][cH:26][n:27][cH:28][cH:29]1>>[N:1]1([C:2]2=[N:3][N:4]([C:20]([CH2:21][CH3:22])=[O:23])[C:5]([c:7]3[cH:8][cH:9][cH:10][cH:11][cH:12]3)([CH2:13][CH2:14][NH:15][S:16](=[O:17])(=[O:18])[CH3:19])[S:6]2)[CH2:31][CH2:32][CH2:33][C:34]1=[O:35]. The reactants are Cl.O=C(C(CC(=O)O)C)C=1C=C2CCNC2=CC1 (4-oxo-4-(indolin-5-yl)-3-methylbutanoic acid hydrochloride), O.NN (hydrazine hydrate). The solvent is C(C)O (ethanol). The product is CC1CC(NN=C1C=1C=C2CCNC2=CC1)=O (5-(5-methyl-3-oxo-2,3,4,5-tetrahydropyridazin-6-yl)indoline). As a reaction SMILES: Cl.O=[C:3]([C:10]1[CH:11]=[C:12]2[C:16](=[CH:17][CH:18]=1)[NH:15][CH2:14][CH2:13]2)[CH:4]([CH3:9])[CH2:5][C:6](O)=[O:7].O.[NH2:20][NH2:21]>C(O)C>[CH3:9][CH:4]1[C:3]([C:10]2[CH:11]=[C:12]3[C:16](=[CH:17][CH:18]=2)[NH:15][CH2:14][CH2:13]3)=[N:21][NH:20][C:6](=[O:7])[CH2:5]1 |f:0.1,2.3|. Procedure: A solution of 27 g of 4-oxo-4-(indolin-5-yl)-3-methylbutanoic acid hydrochloride and 15 ml of hydrazine hydrate in 200 ml of ethanol was heated under reflux on a water bath for 2 hours. The reaction mixture was concentrated under reduced pressure and water was added to the residue. The precipitated crystals were filtered off, washed with water and recrystallized from ethanol to give 20 g of 5-(5-methyl-3-oxo-2,3,4,5-tetrahydropyridazin-6-yl)indoline as white crystals, melting at 187°-189° C. Reactants: CN1N=C(C(=C1O)C(C1=C(C=C(C=C1)Cl)Cl)=O)C (1,3-dimethyl-4-(2,4-dichlorobenzoyl)-5-hydroxypyrazole), C(C)(C)N (isopropylamine). Solvent: C1=CC=CC=C1 (benzene). Product: C(C)(C)N.CN1N=C(C(=C1O)C(C1=C(C=C(C=C1)Cl)Cl)=O)C (1,3-Dimethyl-4-(2,4-dichlorobenzoyl)-5-hydroxypyrazole isopropylamine salt). The yield is 93.2%. Reaction SMILES: [CH3:1][N:2]1[C:6]([OH:7])=[C:5]([C:8](=[O:17])[C:9]2[CH:14]=[CH:13][C:12]([Cl:15])=[CH:11][C:10]=2[Cl:16])[C:4]([CH3:18])=[N:3]1.C(N)(C)C>C1C=CC=CC=1>[CH:4]([NH2:3])([CH3:18])[CH3:5].[CH3:1][N:2]1[C:6]([OH:7])=[C:5]([C:8](=[O:17])[C:9]2[CH:14]=[CH:13][C:12]([Cl:15])=[CH:11][C:10]=2[Cl:16])[C:4]([CH3:18])=[N:3]1 |f:3.4|. Reported procedure: In 50 ml. of benzene is suspended 2.85 g. of 1,3-dimethyl-4-(2,4-dichlorobenzoyl)-5-hydroxypyrazole and 0.7 g. of isopropylamine is added to the suspension with stirring. Then, the resulting mixture is stirred at room temperature for about 1 hour. The solvent is distilled off from the reaction mixture. The residue is cooled. The so separated solid material is recovered by filtration, washed with petroleum ether and dried to give 3.2 g. of the desired product as white powdery substance melting at... The reactants are BrC1=CC(=C(C=C1)CN1N=C(C(=C(C1=O)C(=O)NCC(=O)O)O)C(C)C)F (N-{[2-[(4-bromo-2-fluorophenyl)methyl]-5-hydroxy-6-(1-methylethyl)-3-oxo-2,3-dihydro-4-pyridazinyl]carbonyl}glycine), FC1=CC=C(C=C1)B(O)O (4-fluorobenzeneboronic acid), C([O-])([O-])=O.[K+].[K+] (potassium carbonate), Cl (HCl). Reagents/catalysts: C=1C=CC(=CC1)[P](C=2C=CC=CC2)(C=3C=CC=CC3)[Pd]([P](C=4C=CC=CC4)(C=5C=CC=CC5)C=6C=CC=CC6)([P](C=7C=CC=CC7)(C=8C=CC=CC8)C=9C=CC=CC9)[P](C=1C=CC=CC1)(C=1C=CC=CC1)C=1C=CC=CC1 (tetrakis(triphenylphosphine)palladium). Run in O (Water), O1CCOCC1 (1,4-Dioxane), O (water). Product: FC=1C=C(C=CC1CN1N=C(C(=C(C1=O)C(=O)NCC(=O)O)O)C(C)C)C1=CC=C(C=C1)F (N-{[2-[(3,4′-Difluoro-4-biphenylyl)methyl]-5-hydroxy-6-(1-methylethyl)-3-oxo-2,3-dihydro-4-pyridazinyl]carbonyl}glycine). Isolated yield 56.7%. RXN SMILES: Br[C:2]1[CH:7]=[CH:6][C:5]([CH2:8][N:9]2[C:14](=[O:15])[C:13]([C:16]([NH:18][CH2:19][C:20]([OH:22])=[O:21])=[O:17])=[C:12]([OH:23])[C:11]([CH:24]([CH3:26])[CH3:25])=[N:10]2)=[C:4]([F:27])[CH:3]=1.[F:28][C:29]1[CH:34]=[CH:33][C:32](B(O)O)=[CH:31][CH:30]=1.C(=O)([O-])[O-].[K+].[K+].Cl>O.C1C=CC([P]([Pd]([P](C2C=CC=CC=2)(C2C=CC=CC=2)C2C=CC=CC=2)([P](C2C=CC=CC=2)(C2C=CC=CC=2)C2C=CC=CC=2)[P](C2C=CC=CC=2)(C2C=CC=CC=2)C2C=CC=CC=2)(C2C=CC=CC=2)C2C=CC=CC=2)=CC=1.O1CCOCC1>[F:27][C:4]1[CH:3]=[C:2]([C:32]2[CH:33]=[CH:34][C:29]([F:28])=[CH:30][CH:31]=2)[CH:7]=[CH:6][C:5]=1[CH2:8][N:9]1[C:14](=[O:15])[C:13]([C:16]([NH:18][CH2:19][C:20]([OH:22])=[O:21])=[O:17])=[C:12]([OH:23])[C:11]([CH:24]([CH3:26])[CH3:25])=[N:10]1 |f:2.3.4,^1:49,51,70,89|. Procedure: To a 5 ml microwave tube was added N-{[2-[(4-bromo-2-fluorophenyl)methyl]-5-hydroxy-6-(1-methylethyl)-3-oxo-2,3-dihydro-4-pyridazinyl]carbonyl}glycine (example 46(b), 40 mg, 0.09 mmol), 4-fluorobenzeneboronic acid (15.2 mg, 0.11 mmol), potassium carbonate (38 mg, 0.272 mmol), tetrakis(triphenylphosphine)palladium (0) (3 mg, 2.7 μmol), 1,4-Dioxane (1.5 ml) and Water (0.500 ml). The mixture was irradiated at 100° C. for 20 minutes. The reaction mixture was diluted with water (5 ml), acidified with...